describe an organic reaction: reactants, conditions, products, and yield From a dataset of the Open Reaction Database (ORD), a public repository of structured organic reaction records. The reactants are C[O-].[Na+] (sodium methoxide), CO (methanol), CC=1C=NC(=C(C1OC)C)C[S+](C=2NC=3C=CC(=CC3N2)OC)[O-] (esomeprazole). The solvent is C(C(C)C)C(=O)C (methyl isobutyl ketone). Reaction conditions: time 8 hour. The product is CC=1C=NC(=C(C1OC)C)C[S+](C=2[N-]C=3C=CC(=CC3N2)OC)[O-].[Na+] (esomeprazole sodium). RXN SMILES: C[O-].[Na+:3].CO.[CH3:6][C:7]1[CH:8]=[N:9][C:10]([CH2:16][S+:17]([O-:29])[C:18]2[NH:19][C:20]3[CH:21]=[CH:22][C:23]([O:27][CH3:28])=[CH:24][C:25]=3[N:26]=2)=[C:11]([CH3:15])[C:12]=1[O:13][CH3:14]>C(C(C)=O)C(C)C>[CH3:6][C:7]1[CH:8]=[N:9][C:10]([CH2:16][S+:17]([O-:29])[C:18]2[N-:19][C:20]3[CH:21]=[CH:22][C:23]([O:27][CH3:28])=[CH:24][C:25]=3[N:26]=2)=[C:11]([CH3:15])[C:12]=1[O:13][CH3:14].[Na+:3] |f:0.1,5.6|. Procedure: 30% sodium methoxide in methanol (4.7 mL, 25.3 mmol) was added dropwise at room temperature to a solution of esomeprazole (8.5 g, 24.6 mmol; 2.2% sulfone) in methyl isobutyl ketone (60 mL). The resulting slurry was stirred overnight. The solid was collected by filtration, rinsed with methyl isobutyl ketone (2×10 mL) and dried under reduced pressure at 50° C. to yield esomeprazole sodium. Yield: 6.3 g (70%). Sulfone content: 0.33%. Starting materials: C1CCOC1, ClCCl, COCc1c(-c2ccc(NC(=O)Nc3cc(C(F)(F)F)ccc3F)cc2)c2c(N)ncnn2c1CO, O=S(Cl)Cl. The product is COCc1c(-c2ccc(NC(=O)Nc3cc(C(F)(F)F)ccc3F)cc2)c2c(N)ncnn2c1COC. Reaction SMILES: [CH2:44]1[O:45][CH2:46][CH2:47][CH2:48]1.[Cl:37][CH2:38][Cl:39].[NH2:1][c:2]1[n:3][cH:4][n:5][n:6]2[c:7]1[c:8](-[c:16]1[cH:17][cH:18][c:19]([NH:22][C:23](=[O:24])[NH:25][c:26]3[c:27]([F:36])[cH:28][cH:29][c:30]([C:32]([F:33])([F:34])[F:35])[cH:31]3)[cH:20][cH:21]1)[c:9]([CH2:13][O:14][CH3:15])[c:10]2[CH2:11][OH:12].[S:40]([Cl:41])([Cl:42])=[O:43]>>[NH2:1][c:2]1[n:3][cH:4][n:5][n:6]2[c:7]1[c:8](-[c:16]1[cH:17][cH:18][c:19]([NH:22][C:23](=[O:24])[NH:25][c:26]3[c:27]([F:36])[cH:28][cH:29][c:30]([C:32]([F:33])([F:34])[F:35])[cH:31]3)[cH:20][cH:21]1)[c:9]([CH2:13][O:14][CH3:15])[c:10]2[CH2:11][O:12][CH3:38]. The reactants are CC(C)(C)OC(=O)CC(=O)OC(C)(C)C, CN(C)C=O, O=[N+]([O-])c1cc(-c2ncc(C(F)(F)F)cc2Cl)ccc1F, [H-], [Na+], O. Product: CC(C)(C)OC(=O)C(C(=O)OC(C)(C)C)c1ccc(-c2ncc(C(F)(F)F)cc2Cl)cc1[N+](=O)[O-]. Reaction SMILES: [C:3]([CH2:4][C:5](=[O:6])[O:7][C:8]([CH3:9])([CH3:10])[CH3:11])(=[O:12])[O:13][C:14]([CH3:15])([CH3:16])[CH3:17].[CH3:40][N:41]([CH3:42])[CH:43]=[O:44].[Cl:18][c:19]1[c:20](-[c:29]2[cH:30][c:31]([N+:36](=[O:37])[O-:38])[c:32]([F:35])[cH:33][cH:34]2)[n:21][cH:22][c:23]([C:25]([F:26])([F:27])[F:28])[cH:24]1.[H-:1].[Na+:2].[OH2:39]>>[C:3]([CH:4]([C:5](=[O:6])[O:7][C:8]([CH3:9])([CH3:10])[CH3:11])[c:32]1[c:31]([N+:36](=[O:37])[O-:38])[cH:30][c:29](-[c:20]2[c:19]([Cl:18])[cH:24][c:23]([C:25]([F:26])([F:27])[F:28])[cH:22][n:21]2)[cH:34][cH:33]1)(=[O:12])[O:13][C:14]([CH3:15])([CH3:16])[CH3:17]. The reactants are metal, C(C)C1(C(CCCC1N)(N)C)CC (Diethyl(methyl)-1,3-cyclohexanediamine), 15. Reagents/catalysts: [Pt] (Pt(S)/C). Solvent: C(C)C(=O)C (methyl ethyl ketone). Reaction conditions: temperature 130 celsius. The product is C(C)(CC)NC1(C(C(CCC1)NC(C)CC)(CC)CC)C (N,N′-di-sec-butyl-[diethyl(methyl)-1,3-cyclohexanediamine]). The yield is 95.0%. Reaction SMILES: [CH2:1]([C:3]1([CH2:12][CH3:13])[CH:8]([NH2:9])[CH2:7][CH2:6][CH2:5][C:4]1([CH3:11])[NH2:10])[CH3:2]>[Pt].C(C(C)=O)C>[CH:1]([NH:10][C:4]1([CH3:11])[CH2:5][CH2:6][CH2:7][CH:8]([NH:9][CH:6]([CH2:7][CH3:8])[CH3:5])[C:3]1([CH2:1][CH3:2])[CH2:12][CH3:13])([CH2:3][CH3:4])[CH3:2]. Procedure details: Diethyl(methyl)-1,3-cyclohexanediamine, as a mixture of its 2,4-diethyl-6-methyl- and 4,6-diethyl-2-methyl-isomers (3.0 g), Pt(S)/C (0.4 g), Amberlyst-15 (0.4 g), and methyl ethyl ketone (45 g) were charged into a 100 mL metal autoclave at 22° C. The closed autoclave was purged 3 times with 125 psig (9.63×105 Pa) of H2 at 22° C. to remove traces of air. The reaction mixture was then heated at 130° C. under 125 psig (9.63×105 Pa) of H2 for 6 hrs (until no further H2 uptake was observed). The prod... Starting materials: S1C=C(C=C1)CCNC(=O)C1COCC1 (Tetrahydro-3-furoic acid (2-thiophen-3-yl-ethyl)-amide), O=P(Cl)(Cl)Cl (POCl3), C1(=CC=CC=C1)C (toluene). The product is O1CC(CC1)C1C2=C(C=NC1)SC=C2 (4-tetrahydrofuran-3-yl-4,5,-dihydrothieno[2,3-c]pyridine). RXN SMILES: [S:1]1[CH:5]=[CH:4][C:3]([CH2:6][CH2:7][NH:8][C:9](C2CCOC2)=O)=[CH:2]1.[O:16]=P(Cl)(Cl)Cl.[C:21]1(C)C=C[CH:24]=[CH:23][CH:22]=1>>[O:16]1[CH2:24][CH2:23][CH:22]([CH:6]2[CH2:7][N:8]=[CH:9][C:2]3[S:1][CH:5]=[CH:4][C:3]2=3)[CH2:21]1. Procedure details: Tetrahydro-3-furoic acid (2-thiophen-3-yl-ethyl)-amide(3.35 g), POCl3 (4.06 ml) were reacted in toluene (150 ml) exactly as described in example 4. 2.77 g of 4-tetrahydrofuran-3-yl-4,5,-dihydrothieno[2,3-c]pyridine was isolated identified by NMR and MS: M+=207. Starting materials: C(C)[SiH](CC)CC (triethylsilane), B(F)(F)F.CCOCC (boron trifluoride diethyl etherate), COC(C(CC=1SC(=CC1)C(CCC=1N=C(OC1C)C1=CC=CC=C1)O)(OC1=CC=CC=C1)C)=O (3-{5-[1-hydroxy-3-(5-methyl-2-phenyl-oxazol-4-yl)-propyl]-thiophen-2-yl}-2-methyl-2-phenoxy-propionic acid methyl ester), B(F)(F)F (BF3). Run in C(Cl)Cl (CH2Cl2), C(Cl)Cl (CH2Cl2). Run at temperature 0 celsius, time 2 hour. Yields the product COC(C(CC=1SC(=CC1)CCCC=1N=C(OC1C)C1=CC=CC=C1)(OC1=CC=CC=C1)C)=O (2-Methyl-3-{5-[3-(5-methyl-2-phenyl-oxazol-4-yl)-propyl]-thiophen-2-yl}-2-phenoxy-propionic acid methyl ester). Reaction SMILES: C([SiH](CC)CC)C.B(F)(F)F.CCOCC.[CH3:17][O:18][C:19](=[O:51])[C:20]([CH3:50])([O:43][C:44]1[CH:49]=[CH:48][CH:47]=[CH:46][CH:45]=1)[CH2:21][C:22]1[S:23][C:24]([CH:27](O)[CH2:28][CH2:29][C:30]2[N:31]=[C:32]([C:36]3[CH:41]=[CH:40][CH:39]=[CH:38][CH:37]=3)[O:33][C:34]=2[CH3:35])=[CH:25][CH:26]=1.B(F)(F)F>C(Cl)Cl>[CH3:17][O:18][C:19](=[O:51])[C:20]([CH3:50])([O:43][C:44]1[CH:45]=[CH:46][CH:47]=[CH:48][CH:49]=1)[CH2:21][C:22]1[S:23][C:24]([CH2:27][CH2:28][CH2:29][C:30]2[N:31]=[C:32]([C:36]3[CH:37]=[CH:38][CH:39]=[CH:40][CH:41]=3)[O:33][C:34]=2[CH3:35])=[CH:25][CH:26]=1 |f:1.2|. Procedure: To a solution of triethylsilane (0.62 mL, 3.89 mmol) in CH2Cl2 (4 mL) at −20° C., boron trifluoride diethyl etherate (0.49 mL, 3.89 mmol) was added. A solution of 3-{5-[1-hydroxy-3-(5-methyl-2-phenyl-oxazol-4-yl)-propyl]-thiophen-2-yl}-2-methyl-2-phenoxy-propionic acid methyl ester (650 mg, 1.30 mmol) in CH2Cl2 (4 mL) was then added dropwise to the BF3 solution over 1 h, keeping the temperature at −15° C. The reaction was stirred at 0° C. for 2 h. The reaction was quenched with 1 N NaOH (approx....